This data is from the Open Reaction Database (ORD), a public repository of structured organic reaction records. The task is: describe an organic reaction: reactants, conditions, products, and yield Starting materials: Cl.CC1(NC(CC(C1)NC(C1=CC(=CC(=C1)[N+](=O)[O-])[N+](=O)[O-])=O)(C)C)C (N-(2,2,6,6-Tetramethyl-4-piperidyl)-3,5-dinitrobenzamide hydrochloride), [OH-].[Na+] (NaOH). The solvent is O (water). The product is CC1(NC(CC(C1)NC(C1=CC(=CC(=C1)[N+](=O)[O-])[N+](=O)[O-])=O)(C)C)C (N-(2,2,6,6-Tetramethyl-4-piperidyl)-3,5-dinitrobenzamide). Yield: 84.0%. RXN SMILES: Cl.[CH3:2][C:3]1([CH3:26])[CH2:8][CH:7]([NH:9][C:10](=[O:23])[C:11]2[CH:16]=[C:15]([N+:17]([O-:19])=[O:18])[CH:14]=[C:13]([N+:20]([O-:22])=[O:21])[CH:12]=2)[CH2:6][C:5]([CH3:25])([CH3:24])[NH:4]1.[OH-].[Na+]>O>[CH3:24][C:5]1([CH3:25])[CH2:6][CH:7]([NH:9][C:10](=[O:23])[C:11]2[CH:12]=[C:13]([N+:20]([O-:22])=[O:21])[CH:14]=[C:15]([N+:17]([O-:19])=[O:18])[CH:16]=2)[CH2:8][C:3]([CH3:26])([CH3:2])[NH:4]1 |f:0.1,2.3|. Procedure details: N-(2,2,6,6-Tetramethyl-4-piperidyl)-3,5-dinitrobenzamide hydrochloride (18.5 g.) is dissolved in water (350 ml.) and the pH adjusted to 11 with 1.0N NaOH. A cream colored precipitate forms and is collected by filtration, washed with water and dried (14.1 g., m.p. 220°-222°, 84% yield). Reactants: CCO, O=[N+]([O-])c1ccc(OCCO)cc1. Product: Nc1ccc(OCCO)cc1. RXN SMILES: [CH3:14][CH2:15][OH:16].[N+:1]([O-:2])(=[O:3])[c:4]1[cH:5][cH:6][c:7]([O:8][CH2:9][CH2:10][OH:11])[cH:12][cH:13]1>>[NH2:1][c:4]1[cH:5][cH:6][c:7]([O:8][CH2:9][CH2:10][OH:11])[cH:12][cH:13]1.